From a dataset of the Open Reaction Database (ORD), a public repository of structured organic reaction records. describe an organic reaction: reactants, conditions, products, and yield Reactants: N1=CC(=CC=C1)CC(=O)OCC (Ethyl 3-pyridylacetate), [Li+].CC(C)[N-]C(C)C (LDA), O (H2O), CCOCC (ether). The solvent is C1CCOC1 (THF), C1CCOC1 (THF). Yields the product N1=CC(=CC=C1)C(C(=O)OCC)C (ethyl 2-(3-pyridyl)propanoate). The yield is 62.7%. Reaction SMILES: [N:1]1[CH:6]=[CH:5][CH:4]=[C:3]([CH2:7][C:8]([O:10][CH2:11][CH3:12])=[O:9])[CH:2]=1.[Li+].[CH3:14]C([N-]C(C)C)C.O.CCOCC>C1COCC1>[N:1]1[CH:6]=[CH:5][CH:4]=[C:3]([CH:7]([CH3:14])[C:8]([O:10][CH2:11][CH3:12])=[O:9])[CH:2]=1 |f:1.2|. Reported procedure: Ethyl 3-pyridylacetate (12.2 g, 73.9 mmol) in THF (30 ml) was added to LDA (81 mmol) in THF (150 ml) over 10 min at -78° C. After 1 h Mel (5.1 ml, 81 mmol) was added to the yellow suspension and the mixture brought to room temperature. H2O (300 ml) and ether (300 ml) was added, the mixture separated, and the organic layer washed with H2O and brine, dried and evaporated to give ethyl 2-(3-pyridyl)propanoate (8.3 g) as a yellow oil. The reactants are O=C(O)c1ccncc1F, CN(C)C=O, O=S(Cl)Cl. The product is [Cl-], O=C(O)c1ccncc1F. RXN SMILES: [F:1][c:2]1[c:3]([C:4](=[O:5])[OH:6])[cH:7][cH:8][n:9][cH:10]1.[O:15]=[CH:16][N:17]([CH3:18])[CH3:19].[S:11]([Cl:12])([Cl:13])=[O:14]>>[Cl-:13].[F:1][c:2]1[c:3]([C:4](=[O:5])[OH:6])[cH:7][cH:8][n:9][cH:10]1. The reactants are S(O)(O)(=O)=O (sulphuric acid), C(C)OCOC1=C(C=C(C=C1)CCCC=1C=C(C(C(=O)OC)=CC1)C(=O)OC)CC (dimethyl 4-[3-(4-ethoxymethoxy-3-ethylphenyl)propyl]phthalate), O (water). Solvent: CO (methanol). Conditions: time 1 hour. Yields the product C(C)C=1C=C(C=CC1O)CCCC=1C=C(C(C(=O)OC)=CC1)C(=O)OC (Dimethyl 4-[3-(3-ethyl-4-hydroxyphenyl)propyl]phthalate). RXN SMILES: C(OC[O:5][C:6]1[CH:11]=[CH:10][C:9]([CH2:12][CH2:13][CH2:14][C:15]2[CH:16]=[C:17]([C:25]([O:27][CH3:28])=[O:26])[C:18](=[CH:23][CH:24]=2)[C:19]([O:21][CH3:22])=[O:20])=[CH:8][C:7]=1[CH2:29][CH3:30])C.S(=O)(=O)(O)O.O>CO>[CH2:29]([C:7]1[CH:8]=[C:9]([CH2:12][CH2:13][CH2:14][C:15]2[CH:16]=[C:17]([C:25]([O:27][CH3:28])=[O:26])[C:18](=[CH:23][CH:24]=2)[C:19]([O:21][CH3:22])=[O:20])[CH:10]=[CH:11][C:6]=1[OH:5])[CH3:30]. Reported procedure: 6.9 g (16.6 mmol) of dimethyl 4-[3-(4-ethoxymethoxy-3-ethylphenyl)propyl]phthalate are dissolved in 100 ml of methanol. 3 ml of concentrated sulphuric acid are added dropwise, and the medium is stirred fro 1 hour, and then poured into water, and extracted with dichloromethane. The organic phases are dried and concentrated. The residue obtained is purified by chromatography on a silica column (eluent heptane 80/ethyl acetate 20). A colorless oil is obtained (m=5 g, y=84%). Reactants: C(CC1=CC=CC=C1)N (phenethylamine), BrCCCCC1(C2=CC=CC=C2C=2C=CC=CC12)C(=O)Cl (9-(4-bromo-butyl)-9H-fluorene-9-carboxylic acid chloride). As a reaction SMILES: [CH2:1]([NH2:9])[CH2:2][C:3]1[CH:8]=[CH:7][CH:6]=[CH:5][CH:4]=1.[Br:10][CH2:11][CH2:12][CH2:13][CH2:14][C:15]1([C:28](Cl)=[O:29])[C:27]2[CH:26]=[CH:25][CH:24]=[CH:23][C:22]=2[C:21]2[C:16]1=[CH:17][CH:18]=[CH:19][CH:20]=2>>[CH2:1]([NH:9][C:28]([C:15]1([CH2:14][CH2:13][CH2:12][CH2:11][Br:10])[C:27]2[CH:26]=[CH:25][CH:24]=[CH:23][C:22]=2[C:21]2[C:16]1=[CH:17][CH:18]=[CH:19][CH:20]=2)=[O:29])[CH2:2][C:3]1[CH:8]=[CH:7][CH:6]=[CH:5][CH:4]=1. Procedure details: Prepared analogously to Example 1 from phenethylamine and 9-(4-bromo-butyl)-9H-fluorene-9-carboxylic acid chloride. Product: C(CC1=CC=CC=C1)NC(=O)C1(C2=CC=CC=C2C=2C=CC=CC12)CCCCBr (9-(4-bromo-butyl)-9H-fluorene-9-carboxylic acid-(phenethyl)-amide).